From a dataset of the Open Reaction Database (ORD), a public repository of structured organic reaction records. describe an organic reaction: reactants, conditions, products, and yield The reactants are [OH-].[Na+] (NaOH), C(C)OC(=O)[C@H]1N(C[C@@H]2CC[C@@H](C[C@H]2C1)OC1=C(C=CC(=C1)N1N=CC=C1)C=1N=NNN1)C(=O)OC(C)(C)C ((35, 4aR, 6S, 8aR) 6-[5-Pyrazol-1-yl-2-(2H-tetrazol-5-yl)-phenoxy]-1,2,3,4,4a, 5,6,7,8,8a-decahydroisoquinoline-2,3-dicarboxylic acid 2-tert-butyl ester 3 ethyl ester), [OH-].[Na+] (NaOH). Solvent: CO (MeOH). Reaction conditions: temperature 50 celsius. Product: C(C)(C)(C)OC(=O)N1C[C@@H]2CC[C@@H](C[C@@H]2C[C@H]1C(=O)O)OC1=C(C=CC(=C1)N1N=CC=C1)C=1N=NNN1 ((3S, 4aS, 6S, 8aR) 6-[5-Pyrazol-1-yl-2-(2H-tetrazol-5-yl)-phenoxy]-1,2,3,4,4a, 5,6,7,8,8a-decahydroisoquinoline-2,3-dicarboxylic acid 2-tert-butyl ester). The yield is 32.7%. RXN SMILES: C([O:3][C:4]([C@@H:6]1[CH2:15][C@H:14]2[C@@H:9]([CH2:10][CH2:11][C@H:12]([O:16][C:17]3[CH:22]=[C:21]([N:23]4[CH:27]=[CH:26][CH:25]=[N:24]4)[CH:20]=[CH:19][C:18]=3[C:28]3[N:29]=[N:30][NH:31][N:32]=3)[CH2:13]2)[CH2:8][N:7]1[C:33]([O:35][C:36]([CH3:39])([CH3:38])[CH3:37])=[O:34])=[O:5])C.[OH-].[Na+]>CO>[C:36]([O:35][C:33]([N:7]1[C@H:6]([C:4]([OH:5])=[O:3])[CH2:15][C@@H:14]2[C@@H:9]([CH2:10][CH2:11][C@H:12]([O:16][C:17]3[CH:22]=[C:21]([N:23]4[CH:27]=[CH:26][CH:25]=[N:24]4)[CH:20]=[CH:19][C:18]=3[C:28]3[N:29]=[N:30][NH:31][N:32]=3)[CH2:13]2)[CH2:8]1)=[O:34])([CH3:39])([CH3:37])[CH3:38] |f:1.2|. Procedure details: To 0.129 g of the material from Step B, above, dissolved in 10 mL MeOH is added 0.72 mL 1N NaOH. The reaction is heated to 50° C. overnight. 0.72 mL 1N NaOH is then added and heated for four more hours. Upon completion, the reaction is concentrated in vacuo, redissolved in water and acidified to pH 3, extracted with ethyl acetate, washed with brine, dried over sodium sulfate, filtered and concentrated in vacuo. Flash chromatography eluting with 10% MeOH/CHCl3 provides 0.040 g of the title compou... Starting materials: ClC1=CC=C(C=C1)S(=O)(=O)NC(C(=O)NC1=CC(=CC=C1)C(=O)OCC)CO ((RS)-2-(4-chlorobenzenesulfonylamino)-N-(3-ethoxycarbonylphenyl)-3-hydroxypropanamide), S(=O)(=O)(C)Cl (mesyl chloride). Product: ClC1=CC=C(C=C1)S(=O)(=O)NC(C(=O)NC1=CC(=CC=C1)C(=O)OCC)COS(=O)(=O)C ((RS)-2-(4-chlorobenzenesulfonylamino)-N-(3-ethoxycarbonylphenyl)-3-methanesulfonyloxypropanamide). As a reaction SMILES: [Cl:1][C:2]1[CH:7]=[CH:6][C:5]([S:8]([NH:11][CH:12]([CH2:27][OH:28])[C:13]([NH:15][C:16]2[CH:21]=[CH:20][CH:19]=[C:18]([C:22]([O:24][CH2:25][CH3:26])=[O:23])[CH:17]=2)=[O:14])(=[O:10])=[O:9])=[CH:4][CH:3]=1.[S:29](Cl)([CH3:32])(=[O:31])=[O:30]>>[Cl:1][C:2]1[CH:3]=[CH:4][C:5]([S:8]([NH:11][CH:12]([CH2:27][O:28][S:29]([CH3:32])(=[O:31])=[O:30])[C:13]([NH:15][C:16]2[CH:21]=[CH:20][CH:19]=[C:18]([C:22]([O:24][CH2:25][CH3:26])=[O:23])[CH:17]=2)=[O:14])(=[O:9])=[O:10])=[CH:6][CH:7]=1. Procedure details: The procedure described in Example 65 was repeated, except that (RS)-2-(4-chlorobenzenesulfonylamino)-N-(3-ethoxycarbonylphenyl)-3-hydroxypropanamide (1 g) was reacted with mesyl chloride to obtain (RS)-2-(4-chlorobenzenesulfonylamino)-N-(3-ethoxycarbonylphenyl)-3-methanesulfonyloxypropanamide (763 mg). Recrystallization from CHCl3 was carried out. The reactants are FC1=CC(=C(C=C1)[N+](=O)[O-])OC (4-fluoro-2-methoxy-1-nitrobenzene), N1CCC(CC1)C(=O)O (piperidine-4-carboxylic acid). Product: COC=1C=C(C=CC1[N+](=O)[O-])N1CCC(CC1)C(=O)O (1-(3-methoxy-4-nitrophenyl)piperidine-4-carboxylic acid). RXN SMILES: F[C:2]1[CH:7]=[CH:6][C:5]([N+:8]([O-:10])=[O:9])=[C:4]([O:11][CH3:12])[CH:3]=1.[NH:13]1[CH2:18][CH2:17][CH:16]([C:19]([OH:21])=[O:20])[CH2:15][CH2:14]1>>[CH3:12][O:11][C:4]1[CH:3]=[C:2]([N:13]2[CH2:18][CH2:17][CH:16]([C:19]([OH:21])=[O:20])[CH2:15][CH2:14]2)[CH:7]=[CH:6][C:5]=1[N+:8]([O-:10])=[O:9]. Reported procedure: The title compound was prepared according to the method described for Preparation 78 using 4-fluoro-2-methoxy-1-nitrobenzene and piperidine-4-carboxylic acid.